From a dataset of the Open Reaction Database (ORD), a public repository of structured organic reaction records. describe an organic reaction: reactants, conditions, products, and yield Reactants: COc1ccc2c(c1)C=Cc1ccccc1C(O)=C2, CCOCC, ClCCl, O=[Cr](=O)([O-])O[Cr](=O)(=O)[O-], c1cc[nH+]cc1, c1cc[nH+]cc1. Yields the product COc1ccc2c(c1)C=Cc1ccccc1C(=O)C2. Reaction SMILES: [CH3:1][O:2][c:3]1[cH:4][c:5]2[c:6]([cH:18][cH:19]1)[CH:7]=[C:8]([OH:17])[c:9]1[c:10]([cH:13][cH:14][cH:15][cH:16]1)[CH:11]=[CH:12]2.[CH3:41][CH2:42][O:43][CH2:44][CH3:45].[Cl:46][CH2:47][Cl:48].[Cr:20]([O:21][Cr:22]([O-:23])(=[O:24])=[O:25])([O-:26])(=[O:27])=[O:28].[nH+:29]1[cH:30][cH:31][cH:32][cH:33][cH:34]1.[nH+:35]1[cH:36][cH:37][cH:38][cH:39][cH:40]1>>[CH3:1][O:2][c:3]1[cH:4][c:5]2[c:6]([cH:18][cH:19]1)[CH2:7][C:8](=[O:17])[c:9]1[c:10]([cH:13][cH:14][cH:15][cH:16]1)[CH:11]=[CH:12]2. Reactants: C(C)(C)(C)OC(=O)N1CCC(CC1)OC1=CC=C(C=C1)N(C(CBr)=O)CC1=CC2=CC(=CC=C2C=C1)C#N (N-[4-[(1-t-Butoxycarbonyl-4-piperidyl)oxy]phenyl]-N-[(7-cyano-2-naphthyl)methyl]-2-bromoacetamide), Example 27, CNC (dimethylamine). Run in CO (methanol). Reaction conditions: temperature 60 celsius, time 12 hour. Yields the product C(C)(C)(C)OC(=O)N1CCC(CC1)OC1=CC=C(C=C1)N(C(CN(C)C)=O)CC1=CC2=CC(=CC=C2C=C1)C#N (N-[4-[(1-t-butoxycarbonyl-4-piperidyl)oxy]phenyl]-N-[(7-cyano-2-naphthyl)methyl]-2-dimethylaminoacetamide). RXN SMILES: [C:1]([O:5][C:6]([N:8]1[CH2:13][CH2:12][CH:11]([O:14][C:15]2[CH:20]=[CH:19][C:18]([N:21]([CH2:26][C:27]3[CH:36]=[CH:35][C:34]4[C:29](=[CH:30][C:31]([C:37]#[N:38])=[CH:32][CH:33]=4)[CH:28]=3)[C:22](=[O:25])[CH2:23]Br)=[CH:17][CH:16]=2)[CH2:10][CH2:9]1)=[O:7])([CH3:4])([CH3:3])[CH3:2].[CH3:39][NH:40][CH3:41]>CO>[C:1]([O:5][C:6]([N:8]1[CH2:13][CH2:12][CH:11]([O:14][C:15]2[CH:20]=[CH:19][C:18]([N:21]([CH2:26][C:27]3[CH:36]=[CH:35][C:34]4[C:29](=[CH:30][C:31]([C:37]#[N:38])=[CH:32][CH:33]=4)[CH:28]=3)[C:22](=[O:25])[CH2:23][N:40]([CH3:41])[CH3:39])=[CH:17][CH:16]=2)[CH2:10][CH2:9]1)=[O:7])([CH3:4])([CH3:3])[CH3:2]. Procedure: N-[4-[(1-t-Butoxycarbonyl-4-piperidyl)oxy]phenyl]-N-[(7-cyano-2-naphthyl)methyl]-2-bromoacetamide obtained in Reference Example 27 (237 mg) was dissolved in 1 ml of methanol, 10 ml of 40% dimethylamine aqueous solution was added to the solution, and the mixture was stirred at 60° C. for 12 hours. The reaction solution was evaporated and chloroform was added to the resulting residue. The mixture was washed with water and brine in that order, dried over anhydrous sodium sulfate and then evaporated... Starting materials: C(C1=CC=CC=C1)OC1=CC=C2C(=C(N=C(C2=C1)Cl)C(=O)O)O (7-Benzyloxy-1-chloro-4-hydroxy-isoquinoline-3-carboxylic acid), Cl.COC([C@@H](N)C)=O (L-Alanine methyl ester hydrochloride). Yields the product COC([C@H](C)NC(=O)C=1N=C(C2=CC(=CC=C2C1O)OCC1=CC=CC=C1)Cl)=O ((S)-2-[(7-Benzyloxy-1-chloro-4-hydroxy-isoquinoline-3-carbonyl)-amino]-propionic acid methyl ester). RXN SMILES: [CH2:1]([O:8][C:9]1[CH:18]=[C:17]2[C:12]([C:13]([OH:23])=[C:14]([C:20](O)=[O:21])[N:15]=[C:16]2[Cl:19])=[CH:11][CH:10]=1)[C:2]1[CH:7]=[CH:6][CH:5]=[CH:4][CH:3]=1.Cl.[CH3:25][O:26][C:27](=[O:31])[C@H:28]([CH3:30])[NH2:29]>>[CH3:25][O:26][C:27](=[O:31])[C@@H:28]([NH:29][C:20]([C:14]1[N:15]=[C:16]([Cl:19])[C:17]2[C:12]([C:13]=1[OH:23])=[CH:11][CH:10]=[C:9]([O:8][CH2:1][C:2]1[CH:3]=[CH:4][CH:5]=[CH:6][CH:7]=1)[CH:18]=2)=[O:21])[CH3:30] |f:1.2|. Procedure details: 7-Benzyloxy-1-chloro-4-hydroxy-isoquinoline-3-carboxylic acid, 0.33 g, was coupled with L-Alanine methyl ester hydrochloride, 0.150 g, analogously to Example A-1 a). 0.264 G of white solid were obtained: MS-(+)-ion, M+1=415 amu. The reactants are CS(=O)(=O)c1ccc(C(CC2CCOCC2)c2ccc(-c3cc(CO)ccn3)[nH]2)cc1, CC#N, CCOC(C)=O. Yields the product CS(=O)(=O)c1ccc(C(CC2CCOCC2)c2ccc(-c3cc(C=O)ccn3)[nH]2)cc1. RXN SMILES: [CH3:1][S:2](=[O:3])(=[O:4])[c:5]1[cH:6][cH:7][c:8]([CH:11]([CH2:12][CH:13]2[CH2:14][CH2:15][O:16][CH2:17][CH2:18]2)[c:19]2[cH:20][cH:21][c:22](-[c:24]3[n:25][cH:26][cH:27][c:28]([CH2:30][OH:31])[cH:29]3)[nH:23]2)[cH:9][cH:10]1.[CH3:32][C:33]#[N:34].[CH3:35][CH2:36][O:37][C:38](=[O:39])[CH3:40]>>[CH3:1][S:2](=[O:3])(=[O:4])[c:5]1[cH:6][cH:7][c:8]([CH:11]([CH2:12][CH:13]2[CH2:14][CH2:15][O:16][CH2:17][CH2:18]2)[c:19]2[cH:20][cH:21][c:22](-[c:24]3[n:25][cH:26][cH:27][c:28]([CH:30]=[O:31])[cH:29]3)[nH:23]2)[cH:9][cH:10]1. Reactants: CCCC1(CCC(C)=O)Cc2cc(CC(=O)O)c(Cl)c(Cl)c2C1=O, Cl, [Na+], [OH-], O. The product is CCCC12CCC(=O)C=C1c1c(cc(CC(=O)O)c(Cl)c1Cl)C2. RXN SMILES: [Cl:1][c:2]1[c:3]([CH2:21][C:22](=[O:23])[OH:24])[cH:4][c:5]2[c:9]([c:10]1[Cl:11])[C:8](=[O:12])[C:7]([CH2:13][CH2:14][CH3:15])([CH2:16][CH2:17][C:18]([CH3:19])=[O:20])[CH2:6]2.[ClH:25].[Na+:27].[OH-:26].[OH2:28]>>[Cl:1][c:2]1[c:3]([CH2:21][C:22](=[O:23])[OH:24])[cH:4][c:5]2[c:9]([c:10]1[Cl:11])[C:8]1=[CH:19][C:18](=[O:20])[CH2:17][CH2:16][C:7]1([CH2:13][CH2:14][CH3:15])[CH2:6]2.